This data is from the Open Reaction Database (ORD), a public repository of structured organic reaction records. The task is: describe an organic reaction: reactants, conditions, products, and yield The reactants are CCC(CC)c1cc(C)nn2c(-c3sc(Br)cc3Cl)c(C)nc12, [Na+], O=C1CCC(=O)N1Br, [OH-], O=C(O)C(F)(F)F, O=S(=O)(O)O. Product: CCC(CC)c1cc(C)nn2c(-c3sc(Br)c(Br)c3Cl)c(C)nc12. As a reaction SMILES: [Br:1][c:2]1[cH:3][c:4]([Cl:23])[c:5](-[c:7]2[c:8]([CH3:22])[n:9][c:10]3[n:11]2[n:12][c:13]([CH3:21])[cH:14][c:15]3[CH:16]([CH2:17][CH3:18])[CH2:19][CH3:20])[s:6]1.[Na+:40].[O:31]=[C:32]1[N:33]([Br:38])[C:34](=[O:35])[CH2:36][CH2:37]1.[OH-:39].[OH:24][C:25]([C:26]([F:27])([F:28])[F:29])=[O:30].[S:41](=[O:42])(=[O:43])([OH:44])[OH:45]>>[Br:1][c:2]1[c:3]([Br:38])[c:4]([Cl:23])[c:5](-[c:7]2[c:8]([CH3:22])[n:9][c:10]3[n:11]2[n:12][c:13]([CH3:21])[cH:14][c:15]3[CH:16]([CH2:17][CH3:18])[CH2:19][CH3:20])[s:6]1. The reactants are NC(CCCCC(=O)OC)C1=C(C=CC=C1OC)OC (methyl 6-amino-6-(2,6-dimethoxyphenyl)hexanoate), N1(N=CC=C1)C1=CC=CC(=N1)C=O (6-(1H-pyrazol-1-yl)picolinaldehyde). The product is N1(N=CC=C1)C1=CC=CC(=N1)CN1C(CCCCC1C1=C(C=CC=C1OC)OC)=O (1-((6-(1H-pyrazol-1-yl)pyridin-2-yl)methyl)-7-(2,6-dimethoxyphenyl)azepan-2-one). RXN SMILES: [NH2:1][CH:2]([C:11]1[C:16]([O:17][CH3:18])=[CH:15][CH:14]=[CH:13][C:12]=1[O:19][CH3:20])[CH2:3][CH2:4][CH2:5][CH2:6][C:7]([O:9]C)=O.[N:21]1([C:26]2[N:31]=[C:30]([CH:32]=O)[CH:29]=[CH:28][CH:27]=2)[CH:25]=[CH:24][CH:23]=[N:22]1>>[N:21]1([C:26]2[N:31]=[C:30]([CH2:32][N:1]3[CH:2]([C:11]4[C:16]([O:17][CH3:18])=[CH:15][CH:14]=[CH:13][C:12]=4[O:19][CH3:20])[CH2:3][CH2:4][CH2:5][CH2:6][C:7]3=[O:9])[CH:29]=[CH:28][CH:27]=2)[CH:25]=[CH:24][CH:23]=[N:22]1. Reported procedure: Prepared according to the described general procedure 1 (GP1) by reaction of methyl 6-amino-6-(2,6-dimethoxyphenyl)hexanoate with 6-(1H-pyrazol-1-yl)picolinaldehyde. Subsequent purification by preparative HPLC afforded the target compound. LC-MS (conditions A): tR=0.84 min.; [M+H]+: 407.07 g/mol.